Dataset: the Open Reaction Database (ORD), a public repository of structured organic reaction records. Task: describe an organic reaction: reactants, conditions, products, and yield The solvent is O(C)C1CCCC1. Isolated yield 62.0%. Product: O=C(C=1C=C(Br)C=C(C1)B2OC(C)(C)C(O2)(C)C)C. Conditions: temperature 150 celsius, time 16 hour. The reagents and catalysts are O1B(OC(C)(C)C1(C)C)B2OC(C)(C)C(O2)(C)C, N=1C=CC=CC1N2B(NC=3C=CC=CC32)B4NC=5C=CC=CC5N4C6=NC=CC=C6, C[OH2+].C[OH2+].C1CC=CCCC=C1.C1CC=CCCC=C1.[Ir].[Ir]. Procedure: The general procedure A was followed using 1-(3-bromophenyl)ethanone (67.9 uL, 0.5 mmol) and B2pin2 (126.9 mg, 0.5 mmol, 1.0 eq.) as starting material. The resulting mixture was allowed to stir 16 hours at 150 oC. 5q was obtained as white solid (101.1 mg, 62%) after purification by silica gel flash chromatography (EtOAc/PE=1:30 v/v). m.p.: 82-84 oC. Starting materials: O=C(C=1C=CC=C(Br)C1)C. Reactants: C(C)(C)(C)C1CCC(CC1)=O (4-tert-butyl-cyclohexanone), [H][H] (hydrogen). Reagents/catalysts: catalyst. Run in C1CCCCC1 (cyclohexane). Product: C(C)(C)(C)C1CCC(CC1)O (4-tert-butyl-cyclohexanol). Yield: 93.8%. RXN SMILES: [C:1]([CH:5]1[CH2:10][CH2:9][C:8](=[O:11])[CH2:7][CH2:6]1)([CH3:4])([CH3:3])[CH3:2].[H][H]>C1CCCCC1>[C:1]([CH:5]1[CH2:6][CH2:7][CH:8]([OH:11])[CH2:9][CH2:10]1)([CH3:4])([CH3:2])[CH3:3]. Procedure: A mixture composed of 100 g (0.649 mole) of 4-tert-butyl-cyclohexanone, 1.35 g of the catalyst prepared as indicated in Example 1 and 150 g of cyclohexane were put into an autoclave under nitrogen and then hydrogen was introduced until the pressure settled at about 106Pa. The mixture was then heated to 70° and the reaction was followed by gas chromatography. The reaction was stopped by cooling and the autoclave was flushed with nitrogen. After filtering, the catalyst was recovered under argon fl... Starting materials: C(=O)(OCC)C1=C2C=CN=C(C2=CC=C1)Cl (5-carbethoxy-1-chloroisoquinoline), [OH-].[Na+] (NaOH). The solvent is MeOH-H20. The product is Cl.C(=O)(O)C1=C2C=CN=C(C2=CC=C1)Cl (5-carboxy-1-chloroisoquinoline hydrochloride). Yield: 200.0%. As a reaction SMILES: [C:1]([C:6]1[CH:15]=[CH:14][CH:13]=[C:12]2[C:7]=1[CH:8]=[CH:9][N:10]=[C:11]2[Cl:16])([O:3]CC)=[O:2].[OH-].[Na+]>>[ClH:16].[C:1]([C:6]1[CH:15]=[CH:14][CH:13]=[C:12]2[C:7]=1[CH:8]=[CH:9][N:10]=[C:11]2[Cl:16])([OH:3])=[O:2] |f:1.2,3.4|. Reported procedure: A solution of 5-carbethoxy-1-chloroisoquinoline (German Patent DE 2816863) (1.75 g, 7.4 mmol) and NaOH (0.8 g, 20 mmol) in MeOH-H20 (50 mL, 4:1) was stirred at 23° C. for 5 h. The solvents were evaporated in vacuo and the residue partioned between CH2Cl2 and aqueous NaOH (2 M). The aqueous phase was acidified with conc HCl and extracted with copious EtOAc (×4). The combined organics were washed with brine, dried over MgSO4 and concentrated in vacuo to leave 5-carboxy-1-chloroisoquinoline hydroch... Reactants: CC1=C(C=2C(=NC=CC2)N1)C (2,3-dimethylpyrrolo[2,3-b]pyridine), CC1=C(C(CBr)=S)C=CC=C1 (o-methylthiophenacyl bromide). The product is Br.CC1=C(C=2C(N(C=CC2)CC(=S)C2=C(C=CC=C2)C)=N1)C (2,3-Dimethyl-7-(o-methylthiophenacyl)pyrrolo[2,3-b]pyridinehydrobromide). Yield: 20.9%. Reaction SMILES: [CH3:1][C:2]1[NH:10][C:5]2=[N:6][CH:7]=[CH:8][CH:9]=[C:4]2[C:3]=1[CH3:11].[CH3:12][C:13]1[CH:22]=[CH:21][CH:20]=[CH:19][C:14]=1[C:15](=[S:18])[CH2:16][Br:17]>>[BrH:17].[CH3:1][C:2]1[N:10]=[C:5]2[N:6]([CH2:16][C:15]([C:14]3[CH:19]=[CH:20][CH:21]=[CH:22][C:13]=3[CH3:12])=[S:18])[CH:7]=[CH:8][CH:9]=[C:4]2[C:3]=1[CH3:11] |f:2.3|. Procedure: A solution of 0,2 g (1,4 mmol) 2,3-dimethylpyrrolo[2,3-b]pyridine and 0,34 g (1,4 mmol) o-methylthiophenacyl bromide was stirred at room temperature for 4 h. The precipitated product was filtred off and dried affording 0,11 g (20%) of the title compound. Reactants: CC(C)O, CC(C)(C)CNc1nc(Cl)cc(Cl)n1, CC(C)(C)CN. Product: CC(C)(C)CNc1cc(Cl)nc(NCC(C)(C)C)n1. RXN SMILES: [CH:21]([OH:22])([CH3:23])[CH3:24].[Cl:7][c:8]1[n:9][c:10]([NH:15][CH2:16][C:17]([CH3:18])([CH3:19])[CH3:20])[n:11][c:12]([Cl:14])[cH:13]1.[NH2:1][CH2:2][C:3]([CH3:4])([CH3:5])[CH3:6]>>[NH:1]([CH2:2][C:3]([CH3:4])([CH3:5])[CH3:6])[c:12]1[n:11][c:10]([NH:15][CH2:16][C:17]([CH3:18])([CH3:19])[CH3:20])[n:9][c:8]([Cl:7])[cH:13]1.